This data is from the Open Reaction Database (ORD), a public repository of structured organic reaction records. The task is: describe an organic reaction: reactants, conditions, products, and yield Starting materials: solution, C(CCC)[Li] (n-butyllithium), C1=CC=CC=2C3=CC=CC=C3CC12 (fluorene), CCCCCC (hexane), C1(=CC=CC=C1)C1=C(C(C=C1)=C)C1=CC=CC=C1 (diphenylfulvene), O (water). Reagents/catalysts: [Cl-].[Cl-].C1(=CC=CC=C1)C(C1=CC=CC=C1)=[Zr+2](C1C=CC=C1)C1C2=CC=CC=C2C=2C=CC=CC12 (Diphenylmethylene(9-fluorenyl)(cyclopentadienyl)zirconium dichloride). The solvent is O1CCCC1 (tetrahydrofuran). Run at time 40 minute. Yields the product C1(=CCCC1)C(C1=CC=CC=C1)(C1=CC=CC=C1)C1C2=CC=CC=C2C=2C=CC=CC12 (1,1-cyclopentadienyl-(9-fluorenyl)diphenylmethane). Yield: 42.0%. RXN SMILES: [CH2:1]([Li])[CH2:2][CH2:3][CH3:4].[CH:6]1[C:18]2[CH2:17][C:16]3[C:11](=[CH:12][CH:13]=[CH:14][CH:15]=3)[C:10]=2[CH:9]=[CH:8][CH:7]=1.[C:19]1([C:25]2[CH:29]=[CH:28][C:27](=[CH2:30])[C:26]=2[C:31]2[CH:36]=[CH:35][CH:34]=[CH:33][CH:32]=2)C=CC=CC=1.O.[CH3:38]CCCCC>O1CCCC1.[Cl-].[Cl-].C1(C(=[Zr+2](C2C3C=CC=CC=3C3C2=CC=CC=3)C2C=CC=C2)C2C=CC=CC=2)C=CC=CC=1>[C:4]1([C:26]([CH:17]2[C:16]3[CH:15]=[CH:14][CH:13]=[CH:12][C:11]=3[C:10]3[C:18]2=[CH:6][CH:7]=[CH:8][CH:9]=3)([C:25]2[CH:19]=[CH:30][CH:27]=[CH:28][CH:29]=2)[C:31]2[CH:32]=[CH:33][CH:34]=[CH:35][CH:36]=2)[CH2:38][CH2:1][CH2:2][CH:3]=1 |f:6.7.8|. Procedure: Diphenylmethylene(9-fluorenyl)(cyclopentadienyl)zirconium dichloride ##STR11## 12.3 cm3 (30.7 mmol) of a 2.5 molar solution of n-butyllithium in hexane were slowly added to a solution of 5.10 g (30.7 mmol) of fluorene in 60 cm3 of tetrahydrofuran at room temperature. After 40 minutes, 7.07 g (30.7 mmol) of diphenylfulvene were added to the orange solution and the mixture was stirred overnight. 60 cm3 of water were added to the dark red solution, whereupon the solution became yellow in color, and...